Task: describe an organic reaction: reactants, conditions, products, and yield. Dataset: the Open Reaction Database (ORD), a public repository of structured organic reaction records Starting materials: CC(C(C(=O)NC1=CC=C(C=C1)/C=C/C(=O)OCC)C1=CC=C(C=C1)CN1N=C(OCC1=O)C1=CC=CC=C1)C (ethyl (2E)-3-{4-[(3-methyl-2-{4-[(5-oxo-2-phenyl-5,6-dihydro-4H-1,3,4-oxadiazin-4-yl)methyl]phenyl}butanoyl)amino]phenyl}prop-2-enoate). Reported procedure: 41 mg (0.076 mmol) of ethyl (2E)-3-{4-[(3-methyl-2-{4-[(5-oxo-2-phenyl-5,6-dihydro-4H-1,3,4-oxadiazin-4-yl)methyl]phenyl}butanoyl)amino]phenyl}prop-2-enoate (Example 176A) were dissolved in 17 ml of ethanol, and 75 mg of palladium on carbon (10%) were added. Under an atmosphere of hydrogen, the mixture was hydrogenated at atmospheric pressure for 2 h. The reaction mixture was then filtered through Celite, and the filtrate was concentrated under reduced pressure. This gave 39 mg (95% of theory) o... Conditions: time 2 hour. Product: CC(C(C(=O)NC1=CC=C(C=C1)CCC(=O)OCC)C1=CC=C(C=C1)CN1N=C(OCC1=O)C1=CC=CC=C1)C (Ethyl 3-{4-[(3-methyl-2-{4-[(5-oxo-2-phenyl-5,6-dihydro-4H-1,3,4-oxadiazin-4-yl)methyl]-phenyl}butanoyl)amino]phenyl}propanoate). The reagents and catalysts are [Pd] (palladium on carbon). Run in C(C)O (ethanol). RXN SMILES: [CH3:1][CH:2]([CH3:40])[CH:3]([C:20]1[CH:25]=[CH:24][C:23]([CH2:26][N:27]2[C:32](=[O:33])[CH2:31][O:30][C:29]([C:34]3[CH:39]=[CH:38][CH:37]=[CH:36][CH:35]=3)=[N:28]2)=[CH:22][CH:21]=1)[C:4]([NH:6][C:7]1[CH:12]=[CH:11][C:10](/[CH:13]=[CH:14]/[C:15]([O:17][CH2:18][CH3:19])=[O:16])=[CH:9][CH:8]=1)=[O:5]>C(O)C.[Pd]>[CH3:40][CH:2]([CH3:1])[CH:3]([C:20]1[CH:25]=[CH:24][C:23]([CH2:26][N:27]2[C:32](=[O:33])[CH2:31][O:30][C:29]([C:34]3[CH:39]=[CH:38][CH:37]=[CH:36][CH:35]=3)=[N:28]2)=[CH:22][CH:21]=1)[C:4]([NH:6][C:7]1[CH:12]=[CH:11][C:10]([CH2:13][CH2:14][C:15]([O:17][CH2:18][CH3:19])=[O:16])=[CH:9][CH:8]=1)=[O:5]. Reactants: O=C([O-])[O-], CC(=O)[O-], CC(=O)[O-], C1CCOC1, Cc1cc(Nc2nc(Cl)ncc2Cl)nn1C1CCCCO1, [Cs+], [Cs+], Cc1cc(N)ncc1C1CCN(C(=O)OC(C)(C)C)CC1, [Pd+2]. Product: Cc1cc(Nc2ncc(Cl)c(Nc3cc(C)n(C4CCCCO4)n3)n2)ncc1C1CCN(C(=O)OC(C)(C)C)CC1. As a reaction SMILES: [C:43](=[O:44])([O-:45])[O-:46].[C:54]([O-:55])(=[O:56])[CH3:57].[C:59]([O-:60])(=[O:61])[CH3:62].[CH2:49]1[O:50][CH2:51][CH2:52][CH2:53]1.[Cl:1][c:2]1[n:3][cH:4][c:5]([Cl:21])[c:6]([NH:8][c:9]2[n:10][n:11]([CH:15]3[O:16][CH2:17][CH2:18][CH2:19][CH2:20]3)[c:12]([CH3:14])[cH:13]2)[n:7]1.[Cs+:47].[Cs+:48].[NH2:22][c:23]1[cH:24][c:25]([CH3:42])[c:26]([CH:29]2[CH2:30][CH2:31][N:32]([C:35](=[O:36])[O:37][C:38]([CH3:39])([CH3:40])[CH3:41])[CH2:33][CH2:34]2)[cH:27][n:28]1.[Pd+2:58]>>[c:2]1([NH:22][c:23]2[cH:24][c:25]([CH3:42])[c:26]([CH:29]3[CH2:30][CH2:31][N:32]([C:35](=[O:36])[O:37][C:38]([CH3:39])([CH3:40])[CH3:41])[CH2:33][CH2:34]3)[cH:27][n:28]2)[n:3][cH:4][c:5]([Cl:21])[c:6]([NH:8][c:9]2[n:10][n:11]([CH:15]3[O:16][CH2:17][CH2:18][CH2:19][CH2:20]3)[c:12]([CH3:14])[cH:13]2)[n:7]1.